Dataset: the Open Reaction Database (ORD), a public repository of structured organic reaction records. Task: describe an organic reaction: reactants, conditions, products, and yield Starting materials: CCC(=O)CBr, O=C([O-])[O-], CC(C)=O, [Cs+], [Cs+], O=C1SC(Cc2ccc(O)cc2)C(=O)N1C(c1ccccc1)(c1ccccc1)c1ccccc1. Product: CCC(=O)COc1ccc(CC2SC(=O)N(C(c3ccccc3)(c3ccccc3)c3ccccc3)C2=O)cc1. Reaction SMILES: [Br:1][CH2:2][C:3]([CH2:4][CH3:5])=[O:6].[C:41](=[O:42])([O-:43])[O-:44].[CH3:47][C:48](=[O:49])[CH3:50].[Cs+:45].[Cs+:46].[OH:7][c:8]1[cH:9][cH:10][c:11]([CH2:12][CH:13]2[C:14](=[O:38])[N:15]([C:19]([c:20]3[cH:21][cH:22][cH:23][cH:24][cH:25]3)([c:26]3[cH:27][cH:28][cH:29][cH:30][cH:31]3)[c:32]3[cH:33][cH:34][cH:35][cH:36][cH:37]3)[C:16](=[O:18])[S:17]2)[cH:39][cH:40]1>>[CH2:2]([C:3]([CH2:4][CH3:5])=[O:6])[O:7][c:8]1[cH:9][cH:10][c:11]([CH2:12][CH:13]2[C:14](=[O:38])[N:15]([C:19]([c:20]3[cH:21][cH:22][cH:23][cH:24][cH:25]3)([c:26]3[cH:27][cH:28][cH:29][cH:30][cH:31]3)[c:32]3[cH:33][cH:34][cH:35][cH:36][cH:37]3)[C:16](=[O:18])[S:17]2)[cH:39][cH:40]1. Starting materials: N1CCOCCOCCOCCOCCOCC1 (1-aza-4,7,10,13,16-pentaoxacyclooctadecane), C12(CC3CC(CC(C1)C3)C2)C(=O)Cl (1-adamantylcarbonyl chloride). Product: C12(CC3CC(CC(C1)C3)C2)C(=O)N2CCOCCOCCOCCOCCOCC2 (1-(1-Adamantylcarbonyl)-1-aza-4,7,10,13,16-pentaoxacyclooctadecane). As a reaction SMILES: [NH:1]1[CH2:18][CH2:17][O:16][CH2:15][CH2:14][O:13][CH2:12][CH2:11][O:10][CH2:9][CH2:8][O:7][CH2:6][CH2:5][O:4][CH2:3][CH2:2]1.[C:19]12([C:29](Cl)=[O:30])[CH2:28][CH:23]3[CH2:24][CH:25]([CH2:27][CH:21]([CH2:22]3)[CH2:20]1)[CH2:26]2>>[C:19]12([C:29]([N:1]3[CH2:18][CH2:17][O:16][CH2:15][CH2:14][O:13][CH2:12][CH2:11][O:10][CH2:9][CH2:8][O:7][CH2:6][CH2:5][O:4][CH2:3][CH2:2]3)=[O:30])[CH2:26][CH:25]3[CH2:24][CH:23]([CH2:22][CH:21]([CH2:27]3)[CH2:20]1)[CH2:28]2. Procedure: Analogously to Example 14 from 1-aza-4,7,10,13,16-pentaoxacyclooctadecane and 1-adamantylcarbonyl chloride. Starting materials: [BH4-].[Na+] (sodium borohydride), Cl (hydrochloric acid), C([O-])(O)=O.[Na+] (sodium bicarbonate), C1=CN(C=N1)C(=O)N2C=CN=C2 (CDI), ClC=1C=CC(=C(C(=O)O)C1)OC(C)(C1=NN=C(N1C)C1=C(C=CC=C1)C(F)(F)F)C (5-chloro-2-(1-methyl-1-{4-methyl-5-[2-(trifluoromethyl)phenyl]-4H-1,2,4-triazol-3-yl}ethoxy)benzoic acid). Solvent: C1CCOC1.O (THF water), C1CCOC1 (THF). Run at time 1.5 hour. Yields the product Cl.ClC=1C=CC(=C(C1)CO)OC(C)(C1=NN=C(N1C)C1=C(C=CC=C1)C(F)(F)F)C ([5-chloro-2-(1-methyl-1-{4-methyl-5-[2-(trifluoromethyl)phenyl]-4H-1,2,4-triazol-3-yl}ethoxy)phenyl]methanol monohydrochloride). Yield: 116.1%. As a reaction SMILES: C1N=CN(C(N2C=NC=C2)=O)C=1.[Cl:13][C:14]1[CH:15]=[CH:16][C:17]([O:23][C:24]([CH3:42])([C:26]2[N:30]([CH3:31])[C:29]([C:32]3[CH:37]=[CH:36][CH:35]=[CH:34][C:33]=3[C:38]([F:41])([F:40])[F:39])=[N:28][N:27]=2)[CH3:25])=[C:18]([CH:22]=1)[C:19](O)=[O:20].[BH4-].[Na+].Cl.C(=O)(O)[O-].[Na+]>C1COCC1.C1COCC1.O>[ClH:13].[Cl:13][C:14]1[CH:15]=[CH:16][C:17]([O:23][C:24]([CH3:42])([C:26]2[N:30]([CH3:31])[C:29]([C:32]3[CH:37]=[CH:36][CH:35]=[CH:34][C:33]=3[C:38]([F:39])([F:41])[F:40])=[N:28][N:27]=2)[CH3:25])=[C:18]([CH2:19][OH:20])[CH:22]=1 |f:2.3,5.6,8.9,10.11|. Procedure: CDI (144 mg) was added to a solution of 5-chloro-2-(1-methyl-1-{4-methyl-5-[2-(trifluoromethyl)phenyl]-4H-1,2,4-triazol-3-yl}ethoxy)benzoic acid (300 mg) in THF (3 ml), followed by stirring at room temperature for 1.5 hours. The reaction solution was added dropwise at 0° C. to a mixed solution of sodium borohydride in THF/water (6 ml, 1:1) under a nitrogen atmosphere, followed by stirring at room temperature for one hour. 1M hydrochloric acid was added to the reaction solution to cease the react... Starting materials: C(C)OP(=O)(OCC)CC(=O)OCC (ethyl diethoxyphosphinylacetate), [H-].[Na+] (sodium hydride), COC=1C=C(CCl)C=CC1 (3-methoxybenzyl chloride). The product is C(C)OP(=O)(C(C(=O)OCC)CC1=CC(=CC=C1)OC)OCC (ethyl 2-diethoxyphosphinyl-3-(3-methoxyphenyl)-propionate). Yield: 76.0%. Reaction SMILES: [CH2:1]([O:3][P:4]([CH2:9][C:10]([O:12][CH2:13][CH3:14])=[O:11])([O:6][CH2:7][CH3:8])=[O:5])[CH3:2].[H-].[Na+].[CH3:17][O:18][C:19]1[CH:20]=[C:21]([CH:24]=[CH:25][CH:26]=1)[CH2:22]Cl>>[CH2:7]([O:6][P:4]([O:3][CH2:1][CH3:2])([CH:9]([CH2:22][C:21]1[CH:24]=[CH:25][CH:26]=[C:19]([O:18][CH3:17])[CH:20]=1)[C:10]([O:12][CH2:13][CH3:14])=[O:11])=[O:5])[CH3:8] |f:1.2|. Procedure: By working in a way similar to that described in example 11 and by using ethyl diethoxyphosphinylacetate (59 g; 0.26 moles), sodium hydride at 60% (9.33 g; 0.233 moles) and 3-methoxybenzyl chloride (20.62 g; 0.13 moles), ethyl 2-diethoxyphosphinyl-3-(3-methoxyphenyl)-propionate (34 g; 76% yield) was obtained. The reactants are CCO, NNc1ccccc1, O=C1CCNC(=O)C1, O. Product: O=C1C=C(NNc2ccccc2)CCN1. RXN SMILES: [CH3:17][CH2:18][OH:19].[NH2:1][NH:2][c:3]1[cH:4][cH:5][cH:6][cH:7][cH:8]1.[NH:9]1[C:10](=[O:16])[CH2:11][C:12](=[O:15])[CH2:13][CH2:14]1.[OH2:20]>>[NH:1]([NH:2][c:3]1[cH:4][cH:5][cH:6][cH:7][cH:8]1)[C:12]1=[CH:11][C:10](=[O:16])[NH:9][CH2:14][CH2:13]1. Starting materials: CN(CCN)C (N,N-Dimethyl-1,2-ethanediamine), ClC=1N=[N+](C2=C(N1)C=CC=1CCCCC12)[O-] (3-Chloro-7,8,9,10-tetrahydronaphtho[2,1-e][1,2,4]triazine 1-Oxide). Solvent: COCCOC (DME). Yields the product CN(CCNC=1N=[N+](C2=C(N1)C=CC=1CCCCC12)[O-])C (N1,N1-Dimethyl-N2-(1-oxido-7,8,9,10-tetrahydronaphtho[2,1-e][1,2,4]triazin-3-yl)-1,2-ethanediamine). Yield: 73.1%. Reaction SMILES: [CH3:1][N:2]([CH3:6])[CH2:3][CH2:4][NH2:5].Cl[C:8]1[N:9]=[N+:10]([O-:22])[C:11]2[C:21]3[CH2:20][CH2:19][CH2:18][CH2:17][C:16]=3[CH:15]=[CH:14][C:12]=2[N:13]=1>COCCOC>[CH3:1][N:2]([CH3:6])[CH2:3][CH2:4][NH:5][C:8]1[N:9]=[N+:10]([O-:22])[C:11]2[C:21]3[CH2:20][CH2:19][CH2:18][CH2:17][C:16]=3[CH:15]=[CH:14][C:12]=2[N:13]=1. Reported procedure: N,N-Dimethyl-1,2-ethanediamine (0.12 mL, 1.0 mmol) was added to a stirred solution of chloride 171 (83 mg, 0.4 mmol) in DME (20 mL) and the solution stirred at reflux temperature for 3 h. The solvent was evaporated and the residue partitioned between DCM (50 mL) and dilute aqueous NH3 solution (50 mL). The organic fraction was dried and the solvent evaporated. The residue was purified by chromatography, eluting with a gradient (0-10%) of MeOH/DCM, to give 1-oxide 172 (84 mg, 84%) as a yellow sol...